This data is from the Open Reaction Database (ORD), a public repository of structured organic reaction records. The task is: describe an organic reaction: reactants, conditions, products, and yield Reactants: S1C=C(C=C1)C(=O)O (thiophene-3-carboxylic acid), BrN1C(CCC1=O)=O (N-bromosuccinimide), O (water). Solvent: CN(C=O)C (N,N-dimethylformamide). Conditions: time 8 hour. The product is BrC1=CC(=CS1)C(=O)O (5-Bromo-thiophene-3-carboxylic acid). Yield: 54.4%. RXN SMILES: [S:1]1[CH:5]=[CH:4][C:3]([C:6]([OH:8])=[O:7])=[CH:2]1.[Br:9]N1C(=O)CCC1=O.O>CN(C)C=O>[Br:9][C:5]1[S:1][CH:2]=[C:3]([C:6]([OH:8])=[O:7])[CH:4]=1. Reported procedure: To a solution of thiophene-3-carboxylic acid (18.2 g) in N,N-dimethylformamide (250 mL) was added N-bromosuccinimide (27.8 g) in small amounts on an ice bath. After stirring at room temperature overnight, the reaction solution was poured into water (1.5 L), and the resulting solid was collected by filtration and washed with water. After dissolving in ethyl acetate, and dried with anhydrous magnesium sulfate, the drying agent was removed by filtration, and evaporation in vacuo was carried out. Th... The reactants are [Li]CCCC, COC(=O)CSc1nc(OC)cc(OC)n1, CCCCCC, CC(C)NC(C)C, O=Cc1ccccc1, C1CCOC1, O. Yields the product COC(=O)C(=Cc1ccccc1)Sc1nc(OC)cc(OC)n1. As a reaction SMILES: [CH2:8]([Li:9])[CH2:10][CH2:11][CH3:12].[CH3:13][O:14][c:15]1[n:16][c:17]([S:23][CH2:24][C:25](=[O:26])[O:27][CH3:28])[n:18][c:19]([O:21][CH3:22])[cH:20]1.[CH3:42][CH2:43][CH2:44][CH2:45][CH2:46][CH3:47].[CH:1]([NH:2][CH:3]([CH3:4])[CH3:5])([CH3:6])[CH3:7].[CH:29](=[O:30])[c:31]1[cH:32][cH:33][cH:34][cH:35][cH:36]1.[O:37]1[CH2:38][CH2:39][CH2:40][CH2:41]1.[OH2:48]>>[CH3:13][O:14][c:15]1[n:16][c:17]([S:23][C:24]([C:25](=[O:26])[O:27][CH3:28])=[CH:29][c:31]2[cH:32][cH:33][cH:34][cH:35][cH:36]2)[n:18][c:19]([O:21][CH3:22])[cH:20]1. Reactants: FCC(C)C1=CC=C(C=C1)[N+](=O)[O-] (4(1-fluoromethyl-ethyl)-nitrobenzene). Reagents/catalysts: [Pd] (Pd/C). The solvent is CO (CH3OH). Yields the product FCC(C)C1=CC=C(N)C=C1 (4(1-Fluoromethyl-ethyl)-aniline). RXN SMILES: [F:1][CH2:2][CH:3]([C:5]1[CH:10]=[CH:9][C:8]([N+:11]([O-])=O)=[CH:7][CH:6]=1)[CH3:4]>CO.[Pd]>[F:1][CH2:2][CH:3]([C:5]1[CH:10]=[CH:9][C:8]([NH2:11])=[CH:7][CH:6]=1)[CH3:4]. Procedure: 10.3 g (0.057 Mol) 4(1-fluoromethyl-ethyl)-nitrobenzene are dissolved in 250 ml absolute CH3OH and hydrogenated at room temperature and atmospheric pressure in the presence of 0.61 g 10% Pd/C. The reactants are CC(C)(C)OC(=O)NCC1(N(Cc2ccccc2)Cc2ccccc2)COC1, CO, N, [OH-], [OH-], O=C(O)C(F)(F)F, [Pd+2]. The product is CC(C)(C)OC(=O)NCC1(N)COC1. RXN SMILES: [CH2:1]([N:8]([CH2:2][c:3]1[cH:4][cH:5][cH:6][cH:7][cH:22]1)[C:9]1([CH2:13][NH:14][C:15]([O:16][C:17]([CH3:18])([CH3:19])[CH3:20])=[O:21])[CH2:10][O:11][CH2:12]1)[c:23]1[cH:24][cH:25][cH:26][cH:27][cH:28]1.[CH3:37][OH:38].[NH3:36].[OH-:39].[OH-:41].[OH:29][C:30]([C:31]([F:32])([F:33])[F:34])=[O:35].[Pd+2:40]>>[NH2:8][C:9]1([CH2:13][NH:14][C:15]([O:16][C:17]([CH3:18])([CH3:19])[CH3:20])=[O:21])[CH2:10][O:11][CH2:12]1. Starting materials: NC(=S)N (Thiourea), BrCC(=O)C1COC=2C=NC3=CC=C(C=C3C2C1)OC (2-bromo-1-(6-methoxy-3,4-dihydro-2H-1-oxa-9-aza-phenanthren-3-yl)-ethanone), N (ammonia). The solvent is C(C)O (ethanol). Product: COC=1C=C2C=3CC(COC3C=NC2=CC1)C=1N=C(SC1)N (4-(6-methoxy-3,4-dihydro-2H-1-oxa-9-aza-phenanthren-3-yl)-thiazol-2-ylamine). The yield is 7.7%. As a reaction SMILES: [NH2:1][C:2]([NH2:4])=[S:3].Br[CH2:6][C:7]([CH:9]1[CH2:22][C:21]2[C:20]3[C:15](=[CH:16][CH:17]=[C:18]([O:23][CH3:24])[CH:19]=3)[N:14]=[CH:13][C:12]=2[O:11][CH2:10]1)=O.N>C(O)C>[CH3:24][O:23][C:18]1[CH:19]=[C:20]2[C:15](=[CH:16][CH:17]=1)[N:14]=[CH:13][C:12]1[O:11][CH2:10][CH:9]([C:7]3[N:1]=[C:2]([NH2:4])[S:3][CH:6]=3)[CH2:22][C:21]2=1. Procedure: Thiourea (190 mg, 2.5 mmol, 1.0 eq) is added at room temperature to a stirred solution of 2-bromo-1-(6-methoxy-3,4-dihydro-2H-1-oxa-9-aza-phenanthren-3-yl)-ethanone (850 mg, 2.5 mmol, 1.0 eq) in ethanol (200 mL) and the resulting suspension is heated to reflux for 15 minutes. Then pH of the reaction mixture is adjusted to 8-10 by the addition of a 30% aqueous ammonia solution. Solvent was removed to give the crude product that is purified by preparative HPLC to afford 4-(6-methoxy-3,4-dihydro-2H... Starting materials: C1COCCO1, COC(=O)c1sc(N)nc1CO. Yields the product COC(=O)c1sc(N)nc1C=O. RXN SMILES: [CH2:13]1[O:14][CH2:15][CH2:16][O:17][CH2:18]1.[CH3:1][O:2][C:3](=[O:4])[c:5]1[c:6]([CH2:11][OH:12])[n:7][c:8]([NH2:10])[s:9]1>>[CH3:1][O:2][C:3](=[O:4])[c:5]1[c:6]([CH:11]=[O:12])[n:7][c:8]([NH2:10])[s:9]1. Starting materials: C1(=CC=CC=C1)C=1N=NC=C(C1)[Sn](CCCC)(CCCC)CCCC (3-Phenyl-5-(tri-n-butylstannyl)pyridazine), BrC1=C(SC=C1)C(=O)OC (methyl 3-bromothiophene-2-carboxylate). Reagents/catalysts: C=1C=CC(=CC1)[P](C=2C=CC=CC2)(C=3C=CC=CC3)[Pd]([P](C=4C=CC=CC4)(C=5C=CC=CC5)C=6C=CC=CC6)([P](C=7C=CC=CC7)(C=8C=CC=CC8)C=9C=CC=CC9)[P](C=1C=CC=CC1)(C=1C=CC=CC1)C=1C=CC=CC1 (Pd(PPh3)4). Run in C(Cl)Cl (CH2Cl2), O (H2O), C1CCOC1 (THF). Conditions: temperature 150 celsius. The product is COC(=O)C=1SC=CC1C1=CN=NC(=C1)C1=CC=CC=C1 (3-(6-Phenylpyridazin-4-yl)thiophene-2-carboxylic Acid Methyl Ester). Isolated yield 12.0%. Reaction SMILES: [C:1]1([C:7]2[N:8]=[N:9][CH:10]=[C:11]([Sn](CCCC)(CCCC)CCCC)[CH:12]=2)[CH:6]=[CH:5][CH:4]=[CH:3][CH:2]=1.Br[C:27]1[CH:31]=[CH:30][S:29][C:28]=1[C:32]([O:34][CH3:35])=[O:33]>C1COCC1.C(Cl)Cl.O.C1C=CC([P]([Pd]([P](C2C=CC=CC=2)(C2C=CC=CC=2)C2C=CC=CC=2)([P](C2C=CC=CC=2)(C2C=CC=CC=2)C2C=CC=CC=2)[P](C2C=CC=CC=2)(C2C=CC=CC=2)C2C=CC=CC=2)(C2C=CC=CC=2)C2C=CC=CC=2)=CC=1>[CH3:35][O:34][C:32]([C:28]1[S:29][CH:30]=[CH:31][C:27]=1[C:11]1[CH:12]=[C:7]([C:1]2[CH:2]=[CH:3][CH:4]=[CH:5][CH:6]=2)[N:8]=[N:9][CH:10]=1)=[O:33] |^1:48,50,69,88|. Procedure details: 3-Phenyl-5-(tri-n-butylstannyl)pyridazine (50 mg, 0.11 mmol), methyl 3-bromothiophene-2-carboxylate (30 mg) and Pd(PPh3)4 (5 mg) in THF (2 ml) were combined and heated to 150° C. for 600 seconds in a Smith Synthesizer microwave reactor. The reaction was diluted with CH2Cl2 (6 ml) and H2O (2 ml) then poured into PTFE (5 μM) fritted syringe barrels. The organic phase was collected and concentrated to leave 85 mg of crude product. Part of the sample was purified by HPLC with mass triggered collecti... Reactants: C(C1=CC=CC=C1)(C1=CC=CC=C1)[C@@H]1OCC[C@@H](C1)OS(=O)(=O)C (methanesulfonic acid cis-2-benzhydryl-tetrahydropyran-4-ylester), [N-]=[N+]=[N-].[Na+] (sodium azide). Solvent: N(=[N+]=[N-])[C@@H]1C[C@@H](OCC1)C(C1=CC=CC=C1)C1=CC=CC=C1 (cis-4-azido-2-benzhydryl-tetrahydropyran). Yields the product N(=[N+]=[N-])[C@H]1C[C@@H](OCC1)C(C1=CC=CC=C1)C1=CC=CC=C1 (trans-4-azido-2-benzhydryl-tetrahydropyran). The yield is 80.6%. Reaction SMILES: [CH:1]([C@H:14]1[CH2:19][C@@H:18](OS(C)(=O)=O)[CH2:17][CH2:16][O:15]1)([C:8]1[CH:13]=[CH:12][CH:11]=[CH:10][CH:9]=1)[C:2]1[CH:7]=[CH:6][CH:5]=[CH:4][CH:3]=1.[N-:25]=[N+:26]=[N-:27].[Na+]>N([C@H]1CCO[C@@H](C(C2C=CC=CC=2)C2C=CC=CC=2)C1)=[N+]=[N-]>[N:25]([C@@H:18]1[CH2:17][CH2:16][O:15][C@@H:14]([CH:1]([C:8]2[CH:13]=[CH:12][CH:11]=[CH:10][CH:9]=2)[C:2]2[CH:7]=[CH:6][CH:5]=[CH:4][CH:3]=2)[CH2:19]1)=[N+:26]=[N-:27] |f:1.2|. Procedure: Cis-2-diphenylmethylpyran-4-yl methanesulfonate 4b (0.38 g, 1.10 mmol) was reacted with sodium azide (0.29 g, 4.4 mmol) in dry DMF (Procedure B) to yield compound 5b (0.26 g, 80%) as a liquid. Starting materials: CC(C)(C)[Si](C)(C)OC1CCC(N2CC(NC(=O)CNc3noc4ccc(C(F)(F)F)cc34)C2)CC1, C1CCOC1, Cl. Yields the product O=C(CNc1noc2ccc(C(F)(F)F)cc12)NC1CN(C2CCC(O)CC2)C1. RXN SMILES: [C:1]([Si:2]([CH3:3])([CH3:4])[O:6][CH:7]1[CH2:8][CH2:9][CH:10]([N:13]2[CH2:14][CH:15]([NH:17][C:18]([CH2:19][NH:20][c:21]3[n:22][o:23][c:24]4[c:25]3[cH:26][c:27]([C:30]([F:31])([F:32])[F:33])[cH:28][cH:29]4)=[O:34])[CH2:16]2)[CH2:11][CH2:12]1)([CH3:5])([CH3:35])[CH3:36].[CH2:38]1[O:39][CH2:40][CH2:41][CH2:42]1.[ClH:37]>>[OH:6][CH:7]1[CH2:8][CH2:9][CH:10]([N:13]2[CH2:14][CH:15]([NH:17][C:18]([CH2:19][NH:20][c:21]3[n:22][o:23][c:24]4[c:25]3[cH:26][c:27]([C:30]([F:31])([F:32])[F:33])[cH:28][cH:29]4)=[O:34])[CH2:16]2)[CH2:11][CH2:12]1. Starting materials: [Br-], CC(C)(C)OC(=O)n1ccc2cc(C=O)ccc21, C1CCOC1, [Li]CCCC, C[P+](c1ccccc1)(c1ccccc1)c1ccccc1, [Cl-], [NH4+]. The product is C=Cc1ccc2c(ccn2C(=O)OC(C)(C)C)c1. As a reaction SMILES: [Br-:26].[C:6]([CH3:7])([CH3:8])([CH3:9])[O:10][C:11](=[O:12])[n:13]1[cH:14][cH:15][c:16]2[cH:17][c:18]([CH:22]=[O:23])[cH:19][cH:20][c:21]12.[CH2:47]1[O:48][CH2:49][CH2:50][CH2:51]1.[CH3:1][CH2:2][CH2:3][CH2:4][Li:5].[CH3:27][P+:28]([c:29]1[cH:30][cH:31][cH:32][cH:33][cH:34]1)([c:35]1[cH:36][cH:37][cH:38][cH:39][cH:40]1)[c:41]1[cH:42][cH:43][cH:44][cH:45][cH:46]1.[Cl-:24].[NH4+:25]>>[CH2:1]=[CH:22][c:18]1[cH:17][c:16]2[cH:15][cH:14][n:13]([C:11]([O:10][C:6]([CH3:7])([CH3:8])[CH3:9])=[O:12])[c:21]2[cH:20][cH:19]1.